From a dataset of the Open Reaction Database (ORD), a public repository of structured organic reaction records. describe an organic reaction: reactants, conditions, products, and yield Starting materials: COc1cc(S(=O)(=O)Cl)ccc1F, N#Cc1ccc(N)cc1C(F)(F)F. Yields the product N#Cc1ccc(S(=O)(=O)Cl)cc1C(F)(F)F. As a reaction SMILES: [F:1][c:2]1[cH:3][cH:4][c:5]([S:8](=[O:9])(=[O:10])[Cl:11])[cH:6][c:7]1[O:12][CH3:13].[NH2:14][c:15]1[cH:16][c:17]([C:23]([F:24])([F:25])[F:26])[c:18]([C:19]#[N:20])[cH:21][cH:22]1>>[S:8](=[O:9])(=[O:10])([Cl:11])[c:15]1[cH:16][c:17]([C:23]([F:24])([F:25])[F:26])[c:18]([C:19]#[N:20])[cH:21][cH:22]1. Starting materials: Clc1ncc(Cl)c(Nc2cc(C3CC3)n[nH]2)n1, CCc1cc(Cl)nc(Cl)n1. Product: CCc1cc(Nc2cc(C3CC3)[nH]n2)nc(Cl)n1. RXN SMILES: [Cl:11][c:12]1[n:13][c:14]([NH:18][c:19]2[cH:20][c:21]([CH:24]3[CH2:25][CH2:26]3)[n:22][nH:23]2)[c:15]([Cl:16])[cH:17][n:27]1.[Cl:1][c:2]1[n:3][c:4]([CH2:9][CH3:10])[cH:5][c:6]([Cl:8])[n:7]1>>[Cl:1][c:2]1[n:3][c:4]([CH2:9][CH3:10])[cH:5][c:6]([NH:18][c:19]2[cH:20][c:21]([CH:24]3[CH2:25][CH2:26]3)[nH:22][n:23]2)[n:7]1.